describe an organic reaction: reactants, conditions, products, and yield From a dataset of the Open Reaction Database (ORD), a public repository of structured organic reaction records. The reactants are CC(=O)O, COCOc1ccc(C(O)c2c(C)cc(O[Si](C(C)C)(C(C)C)C(C)C)cc2C)cc1, CCOC(C)=O, [H][H]. Reaction SMILES: [C:40]([OH:41])(=[O:42])[CH3:43].[CH3:1][c:2]1[c:3]([CH:20]([OH:21])[c:22]2[cH:23][cH:24][c:25]([O:28][CH2:29][O:30][CH3:31])[cH:26][cH:27]2)[c:4]([CH3:19])[cH:5][c:6]([O:8][Si:9]([CH:10]([CH3:11])[CH3:12])([CH:13]([CH3:14])[CH3:15])[CH:16]([CH3:17])[CH3:18])[cH:7]1.[CH3:34][CH2:35][O:36][C:37]([CH3:38])=[O:39].[H:32][H:33]>>[CH3:1][c:2]1[c:3]([CH2:20][c:22]2[cH:23][cH:24][c:25]([O:28][CH2:29][O:30][CH3:31])[cH:26][cH:27]2)[c:4]([CH3:19])[cH:5][c:6]([O:8][Si:9]([CH:10]([CH3:11])[CH3:12])([CH:13]([CH3:14])[CH3:15])[CH:16]([CH3:17])[CH3:18])[cH:7]1. Product: COCOc1ccc(Cc2c(C)cc(O[Si](C(C)C)(C(C)C)C(C)C)cc2C)cc1. Reactants: C(C)(=O)N1C(C(C2=CC=C(C=C12)C(F)(F)F)=C(C1=CC=CC=C1)Cl)=O (1-acetyl-3-(1-chloro-1-phenyl-methylidene)-6-trifluoromethyl-2-indolinone), N1(CCCCC1)CC1=CC=C(N)C=C1 (4-(piperidin-1-yl-methyl)-aniline). Product: N1(CCCCC1)CC1=CC=C(N\C(\C2=CC=CC=C2)=C\2/C(NC3=CC(=CC=C23)C(F)(F)F)=O)C=C1 (3-(Z)-{1-[4-(piperidin-1-yl-methyl)-anilino]-1-phenyl-methylidene}-6-trifluoromethyl-2-indolinone). As a reaction SMILES: C([N:4]1[C:12]2[C:7](=[CH:8][CH:9]=[C:10]([C:13]([F:16])([F:15])[F:14])[CH:11]=2)[C:6](=[C:17](Cl)[C:18]2[CH:23]=[CH:22][CH:21]=[CH:20][CH:19]=2)[C:5]1=[O:25])(=O)C.[N:26]1([CH2:32][C:33]2[CH:39]=[CH:38][C:36]([NH2:37])=[CH:35][CH:34]=2)[CH2:31][CH2:30][CH2:29][CH2:28][CH2:27]1>>[N:26]1([CH2:32][C:33]2[CH:34]=[CH:35][C:36]([NH:37]/[C:17](=[C:6]3\[C:5](=[O:25])[NH:4][C:12]4[C:7]\3=[CH:8][CH:9]=[C:10]([C:13]([F:15])([F:14])[F:16])[CH:11]=4)/[C:18]3[CH:23]=[CH:22][CH:21]=[CH:20][CH:19]=3)=[CH:38][CH:39]=2)[CH2:27][CH2:28][CH2:29][CH2:30][CH2:31]1. Procedure details: Prepared from 1-acetyl-3-(1-chloro-1-phenyl-methylidene)-6-trifluoromethyl-2-indolinone and 4-(piperidin-1-yl-methyl)-aniline Starting materials: N#Cc1ccc(C(=O)Cl)cc1, O=C([O-])O, Nc1cccc(C(=O)Nc2c(Br)cc(C(O)(c3cc(Cl)cc(Cl)c3)C(F)(F)F)cc2Br)c1, [Na+], C1CCOC1, c1ccncc1. Product: N#Cc1ccc(C(=O)Nc2cccc(C(=O)Nc3c(Br)cc(C(O)(c4cc(Cl)cc(Cl)c4)C(F)(F)F)cc3Br)c2)cc1. Reaction SMILES: [C:39](#[N:40])[c:41]1[cH:42][cH:43][c:44]([C:45](=[O:46])[Cl:47])[cH:48][cH:49]1.[C:50](=[O:51])([O-:52])[OH:53].[NH2:1][c:2]1[cH:3][c:4]([C:5](=[O:6])[NH:7][c:8]2[c:9]([Br:29])[cH:10][c:11]([C:15]([C:16]([F:17])([F:18])[F:19])([OH:20])[c:21]3[cH:22][c:23]([Cl:28])[cH:24][c:25]([Cl:27])[cH:26]3)[cH:12][c:13]2[Br:14])[cH:30][cH:31][cH:32]1.[Na+:54].[O:55]1[CH2:56][CH2:57][CH2:58][CH2:59]1.[cH:33]1[cH:34][cH:35][n:36][cH:37][cH:38]1>>[NH:1]([c:2]1[cH:3][c:4]([C:5](=[O:6])[NH:7][c:8]2[c:9]([Br:29])[cH:10][c:11]([C:15]([C:16]([F:17])([F:18])[F:19])([OH:20])[c:21]3[cH:22][c:23]([Cl:28])[cH:24][c:25]([Cl:27])[cH:26]3)[cH:12][c:13]2[Br:14])[cH:30][cH:31][cH:32]1)[C:45]([c:44]1[cH:43][cH:42][c:41]([C:39]#[N:40])[cH:49][cH:48]1)=[O:46]. Starting materials: C(C)=C1CCCC(C1=O)(C)C (6-ethylidene-2,2-dimethylcyclohexan-1-one), C=1(C)C(C)=CC(C)=CC1 (pseudocumene). The reagents and catalysts are [Pd] (Palladium on carbon). Conditions: temperature 170 celsius. Yields the product C(C)C=1C(C(CCC1)(C)C)=O (2-ethyl-6,6-dimethylcyclohex-2-en-1-one). The yield is 94.9%. Reaction SMILES: [CH:1](=[C:3]1[C:8](=[O:9])[C:7]([CH3:11])([CH3:10])[CH2:6][CH2:5][CH2:4]1)[CH3:2].C1(C(=CC(=CC=1)C)C)C>[Pd]>[CH2:1]([C:3]1[C:8](=[O:9])[C:7]([CH3:11])([CH3:10])[CH2:6][CH2:5][CH:4]=1)[CH3:2]. Reported procedure: 5% Palladium on carbon (11 g), 6-ethylidene-2,2-dimethylcyclohexan-1-one (415 g) and pseudocumene (390 g) were charged in a reactor. The reactor was purged with N2 gas. The reaction mixture was heated to 170° C. and acid formic (3 g) was added over 15 h. The reactor was cool down. The reaction mixture was filtrated and distilled under reduced pressure afforded 2-ethyl-6,6-dimethylcyclohex-2-en-1-one (394 g, 93% yield). The reactants are [Si](O[Si](C)C)(C)C, O1[C@H]([C@H]2[C@@H]([C@H]1CN(C(C[C@@H](C(OCc1ccccc1)=O)NC(=O)OC(C)(C)C)=O)C)OC(O2)(C)C)n1c2c(nc1)c(ncn2)N. The reagents and catalysts are c1ccc(cc1)-c2c3ccccc3cc4ccccc24 (9-Phenylanthracene), Cl[Ir].[O+]#[C-].P(c1ccccc1)(c2ccccc2)c3ccccc3.P(c4ccccc4)(c5ccccc5)c6ccccc6 (IrClCO(PPh3)2). Solvent: CC1=CC=CC=C1 (Toluene). Run at temperature 90 celsius, time 18 hour. Product: CN(CC[C@H](NC(=O)OC(C)(C)C)C(=O)OCc1ccccc1)C[C@H]2O[C@H]([C@@H]3OC(C)(C)O[C@H]23)n4cnc5c(N)ncnc45. RXN SMILES: C[SiH](O[SiH](C)C)C.[CH3:1][N:2]([C:24]([CH2:25][C@@H:26]([C:35]([O:37][CH2:38][c:39]1[cH:44][cH:43][cH:42][cH:41][cH:40]1)=[O:36])[NH:27][C:28]([O:30][C:31]([CH3:34])([CH3:33])[CH3:32])=[O:29])=O)[CH2:3][C@@H:4]2[C@H:13]([C@@H:7]3[C@H:6]([n:14]4[c:23]([c:17]5[n:16][cH:15]4)[n:22][cH:21][n:20][c:18]5[NH2:19])[O:5]2)[O:12][C:9]([CH3:11])([CH3:10])[O:8]3>>[CH3:1][N:2]([CH2:3][C@@H:4]1[C@H:13]([C@@H:7]2[C@H:6]([n:14]3[c:23]([c:17]4[n:16][cH:15]3)[n:22][cH:21][n:20][c:18]4[NH2:19])[O:5]1)[O:12][C:9]([CH3:11])([CH3:10])[O:8]2)[CH2:24][CH2:25][C@@H:26]([C:35]([O:37][CH2:38][c:39]5[cH:44][cH:43][cH:42][cH:41][cH:40]5)=[O:36])[NH:27][C:28]([O:30][C:31]([CH3:34])([CH3:33])[CH3:32])=[O:29]. Reactants: Cc1ccccc1O, COCCOCCN(CCOCCOC)CCOCCOC, Cl[Cu], [Na], C1COCCO1, O=C(O)c1ccc(Cl)cc1Cl. The product is Cc1ccccc1Oc1cc(Cl)ccc1C(=O)O. As a reaction SMILES: [CH3:13][c:14]1[cH:15][cH:16][cH:17][cH:18][c:19]1[OH:20].[CH3:21][O:22][CH2:23][CH2:24][O:25][CH2:26][CH2:27][N:28]([CH2:29][CH2:30][O:31][CH2:32][CH2:33][O:34][CH3:35])[CH2:36][CH2:37][O:38][CH2:39][CH2:40][O:41][CH3:42].[Cu:49][Cl:50].[Na:1].[O:43]1[CH2:44][CH2:45][O:46][CH2:47][CH2:48]1.[OH:2][C:3](=[O:4])[c:5]1[cH:6][cH:7][c:8]([Cl:9])[cH:10][c:11]1[Cl:12]>>[OH:2][C:3](=[O:4])[c:5]1[cH:6][cH:7][c:8]([Cl:9])[cH:10][c:11]1[O:20][c:19]1[c:14]([CH3:13])[cH:15][cH:16][cH:17][cH:18]1. The reactants are COC1=CC=C(C=C1)C=1CC(C(NN1)=O)C (6-(4-methoxy-phenyl)-4-methyl-4,5-dihydro-2H-pyridazin-3-one), CI (MeI), C(=O)([O-])[O-].[Cs+].[Cs+] (Cs2CO3). Product: COC1=CC=C(C=C1)C=1C=C(C(N(N1)C)=O)C (6-(4-Methoxy-phenyl)-2,4-dimethyl-2H-pyridazin-3-one). Reaction SMILES: [CH3:1][O:2][C:3]1[CH:8]=[CH:7][C:6]([C:9]2[CH2:10][CH:11]([CH3:16])[C:12](=[O:15])[NH:13][N:14]=2)=[CH:5][CH:4]=1.CI.[C:19]([O-])([O-])=O.[Cs+].[Cs+]>>[CH3:1][O:2][C:3]1[CH:8]=[CH:7][C:6]([C:9]2[CH:10]=[C:11]([CH3:16])[C:12](=[O:15])[N:13]([CH3:19])[N:14]=2)=[CH:5][CH:4]=1 |f:2.3.4|. Procedure details: The product of step 2 (6-(4-methoxy-phenyl)-2,4-dimethyl-2H-pyridazin-3-one) was prepared as described for example 22 step 2 using 6-(4-methoxy-phenyl)-4-methyl-4,5-dihydro-2H-pyridazin-3-one, MeI and Cs2CO3. Reactants: Cl (Hydrochloric acid), Cl (hydrochloric acid), Cl (hydrochloric acid), C(C)(C)(C)OC(=O)NCCC=1C=C(C=CC1)NC(=O)OCC (3-(2-t-Butoxycarbonylaminoethyl)-ethoxycarbonylaminobenzene). The solvent is C(C)O (ethanol), C(C)O (ethanol), C(C)O (ethanol). Reaction conditions: time 20 minute. Yields the product Cl.C(C)OC(=O)NC=1C=C(CCN)C=CC1 (3-Ethoxycarbonylaminophenethylamine hydrochloride). As a reaction SMILES: C(OC([NH:8][CH2:9][CH2:10][C:11]1[CH:12]=[C:13]([NH:17][C:18]([O:20][CH2:21][CH3:22])=[O:19])[CH:14]=[CH:15][CH:16]=1)=O)(C)(C)C.[ClH:23]>C(O)C>[ClH:23].[CH2:21]([O:20][C:18]([NH:17][C:13]1[CH:12]=[C:11]([CH:16]=[CH:15][CH:14]=1)[CH2:10][CH2:9][NH2:8])=[O:19])[CH3:22] |f:3.4|. Reported procedure: In ethanol (15 ml) was dissolved 14.96 g of 3-(2-t-butoxycarbonylaminoethyl)-ethoxycarbonylaminobenzene (Preparation Example 36). Under ice-cooling, hydrochloric acid (15 ml) was added thereto, followed by stirring at room temperature for 20 minutes. Hydrochloric acid (12 ml) and ethanol (15 ml) were further added thereto, followed by stirring at room temperature for 20 minutes. Then, hydrochloric acid (20 ml) and ethanol (30 ml) were further added thereto, followed by stirring at room temperatu... The reactants are COC(=O)C1=C(N=C(S1)N1C=NC2=C1C=C(C(=C2)OC)OC)Br (4-bromo-2-(5,6-dimethoxy-benzoimidazol-1-yl)-thiazole-5-carboxylic acid methyl ester), C1(=CC=CC2=CC=CC=C12)B(O)O (1-naphthaleneboronic acid). Yields the product COC1=CC2=C(N(C=N2)C=2SC(=C(N2)C2=CC=CC3=CC=CC=C23)C(=O)O)C=C1OC (2-(5,6-Dimethoxy-benzoimidazol-1-yl)-4-naphthalen-1-yl-thiazole-5-carboxylic acid). Yield: 36.9%. As a reaction SMILES: C[O:2][C:3]([C:5]1[S:9][C:8]([N:10]2[C:14]3[CH:15]=[C:16]([O:21][CH3:22])[C:17]([O:19][CH3:20])=[CH:18][C:13]=3[N:12]=[CH:11]2)=[N:7][C:6]=1Br)=[O:4].[C:24]1(B(O)O)[C:33]2[C:28](=[CH:29][CH:30]=[CH:31][CH:32]=2)[CH:27]=[CH:26][CH:25]=1>>[CH3:20][O:19][C:17]1[C:16]([O:21][CH3:22])=[CH:15][C:14]2[N:10]([C:8]3[S:9][C:5]([C:3]([OH:2])=[O:4])=[C:6]([C:32]4[C:33]5[C:28](=[CH:27][CH:26]=[CH:25][CH:24]=5)[CH:29]=[CH:30][CH:31]=4)[N:7]=3)[CH:11]=[N:12][C:13]=2[CH:18]=1. Reported procedure: In a similar manner as described for Example 26, 4-bromo-2-(5,6-dimethoxy-benzoimidazol-1-yl)-thiazole-5-carboxylic acid methyl ester (40 mg, 0.1 mmol) and 1-naphthaleneboronic acid (25.8 mg, 0.15 mmol) gave 2-(5,6-Dimethoxy-benzoimidazol-1-yl)-4-naphthalen-1-yl-thiazole-5-carboxylic acid (15.9 mg, 37%) as a white solid. 1H NMR (400 MHz, DMSO-d6) δ ppm 13.41 (br.s., 1 H); 8.85 (s, 1 H); 8.01-8.09 (m, 2H); 7.92 (dd, 1 H); 7.72 (dd, 1 H); 7.69 (s, 1H); 7.50-7.65 (m, 3H); 7.40 (s, 1 H); 3.84 (s, 3 ... Starting materials: [I-].[N+](=O)([O-])C=1C=C(C[N+]2=C(C(C3=CC=CC=C23)(C)C)C)C=C(C1)[N+](=O)[O-] (1-(3,5-dinitrobenzyl)-2,3,3-trimethyl-3H-indolium iodide), OC=1C(C(C1O)=O)=O (3,4-dihydroxy-3-cyclobuten-1,2-dione), [I-].C(=O)(O)CCCCC[N+]1=C(C(C2=CC=CC=C12)(C)C)C (1-(5-carboxypentyl)-2,3,3-trimethyl-3H-indolium iodide), C(C)(=O)OC(C)=O (acetic anhydride). Solvent: C(C)(=O)O (acetic acid), N1=CC=CC=C1 (pyridine). Product: C(=O)(O)CCCCCN1C(C(C2=CC=CC=C12)(C)C)=C[C+]1[C+](C(=C1[O-])C=C1N(C2=CC=CC=C2C1(C)C)CC1=CC(=CC(=C1)[N+](=O)[O-])[N+](=O)[O-])[O-] (2-(1-(5-carboxypentyl)-3,3-dimethyl-2-indolinylidenemethyl)-4-(1-(3,5-dinitrobenzyl)-3,3-dimethyl-2-indolinylidenemethyl)cyclobutenediylium--1,3-diolate). As a reaction SMILES: [I-].[N+:2]([C:5]1[CH:6]=[C:7]([CH:21]=[C:22]([N+:24]([O-:26])=[O:25])[CH:23]=1)[CH2:8][N+:9]1[C:17]2[C:12](=[CH:13][CH:14]=[CH:15][CH:16]=2)[C:11]([CH3:19])([CH3:18])[C:10]=1[CH3:20])([O-:4])=[O:3].O[C:28]1[C:29](=[O:34])[C:30](=O)[C:31]=1[OH:32].[I-].[C:36]([CH2:39][CH2:40][CH2:41][CH2:42][CH2:43][N+:44]1[C:52]2[C:47](=[CH:48][CH:49]=[CH:50][CH:51]=2)[C:46]([CH3:54])([CH3:53])[C:45]=1[CH3:55])([OH:38])=[O:37].C(OC(=O)C)(=O)C>C(O)(=O)C.N1C=CC=CC=1>[C:36]([CH2:39][CH2:40][CH2:41][CH2:42][CH2:43][N:44]1[C:52]2[C:47](=[CH:48][CH:49]=[CH:50][CH:51]=2)[C:46]([CH3:53])([CH3:54])[C:45]1=[CH:55][C+:28]1[C:31]([O-:32])=[C:30]([CH:20]=[C:10]2[C:11]([CH3:19])([CH3:18])[C:12]3[C:17](=[CH:16][CH:15]=[CH:14][CH:13]=3)[N:9]2[CH2:8][C:7]2[CH:6]=[C:5]([N+:2]([O-:4])=[O:3])[CH:23]=[C:22]([N+:24]([O-:26])=[O:25])[CH:21]=2)[C+:29]1[O-:34])([OH:38])=[O:37] |f:0.1,3.4|. Reported procedure: To 1-(3,5-dinitrobenzyl)-2,3,3-trimethyl-3H-indolium iodide (467 mg) was added 3,4-dihydroxy-3-cyclobuten-1,2-dione (110 mg), 1-(5-carboxypentyl)-2,3,3-trimethyl-3H-indolium iodide (354 mg), pyridine (4.5 ml), acetic acid (4.5 ml) and acetic anhydride (1 ml). The mixture was heated to reflux for 3 hours and the solvent then stripped using rotary evaporation. This crude material was subjected to silica flash column chromatography (eluted with MeOH/DCM). Fractions containing product were combined ...